This data is from the Open Reaction Database (ORD), a public repository of structured organic reaction records. The task is: describe an organic reaction: reactants, conditions, products, and yield Starting materials: FB(F)F, CCOCC, CCCC1OC1C(=O)OCC, CC#N, [Na+], O=C([O-])O. Yields the product CCCC1N=C(C)OC1C(=O)OCC. RXN SMILES: [B:17]([F:18])([F:19])[F:20].[CH2:12]([O:13][CH2:14][CH3:15])[CH3:16].[CH2:1]([CH2:2][CH3:3])[CH:4]1[CH:5]([C:7](=[O:8])[O:9][CH2:10][CH3:11])[O:6]1.[CH3:26][C:27]#[N:28].[Na+:21].[OH:22][C:23](=[O:24])[O-:25]>>[CH2:1]([CH2:2][CH3:3])[CH:4]1[CH:5]([C:7](=[O:8])[O:9][CH2:10][CH3:11])[O:6][C:27]([CH3:26])=[N:28]1. Reactants: C[Si](C)(C)CCOCCl (SEMCl), [H-].[Na+] (NaH), C1CCOC1 (THF), CC1=NNC2=CC(=CC=C12)[N+](=O)[O-] (3-methyl-6-nitro-1H-indazole). Solvent: CCOC(=O)C (EtOAc), O (Water). Conditions: temperature 0 celsius, time 30 minute. Yields the product CC1=NN(C2=CC(=CC=C12)[N+](=O)[O-])COCC[Si](C)(C)C (3-methyl-6-nitro-1-((2-(trimethylsilyl)ethoxy)methyl)-1H-indazole). The yield is 92.1%. Reaction SMILES: [H-].[Na+].C1COCC1.[CH3:8][C:9]1[C:17]2[C:12](=[CH:13][C:14]([N+:18]([O-:20])=[O:19])=[CH:15][CH:16]=2)[NH:11][N:10]=1.[CH3:21][Si:22]([CH2:25][CH2:26][O:27][CH2:28]Cl)([CH3:24])[CH3:23]>CCOC(C)=O.O>[CH3:8][C:9]1[C:17]2[C:12](=[CH:13][C:14]([N+:18]([O-:20])=[O:19])=[CH:15][CH:16]=2)[N:11]([CH2:28][O:27][CH2:26][CH2:25][Si:22]([CH3:24])([CH3:23])[CH3:21])[N:10]=1 |f:0.1|. Procedure details: A flask was charged with NaH (60% dispersion in mineral oil, 0.325 g, 13.6 mmol) and THF (40 mL). The mixture was cooled to about 0° C. followed by the addition of 3-methyl-6-nitro-1H-indazole (2.00 g, 11.3 mmol, ArkPharm). The mixture was stirred for about 30 min followed by the addition of SEMCl (2.26 g, 13.6 mmol). The mixture was warmed to rt and stirred for about 12 h. Water (5 mL) and EtOAc (70 mL) were added and the layers were separated. The organic layer was concentrated under reduced p... Reaction conditions: time 8 hour. Yields the product IC1=CC=C(CO)C=C1 (4-iodobenzyl alcohol). Solvent: O1CCCC1 (tetrahydrofuran). As a reaction SMILES: [I:1][C:2]1[CH:10]=[CH:9][C:5]([C:6](O)=[O:7])=[CH:4][CH:3]=1.CSC.B>O1CCCC1>[I:1][C:2]1[CH:10]=[CH:9][C:5]([CH2:6][OH:7])=[CH:4][CH:3]=1 |f:1.2|. Reactants: IC1=CC=C(C(=O)O)C=C1 (4-iodobenzoic acid), CSC.B (borane dimethylsulfide). Procedure details: To a solution of 4-iodobenzoic acid (22 g) in tetrahydrofuran (450 mL) was added borane dimethylsulfide complex (35.5 mL, 10M in tetrahydrofuran), and the solution was allowed to stir overnight. The reaction was quenched by addition of methanol, and the solvent was evaporated. The residue was dissolved in ethyl acetate and filtered. The solvent was evaporated to give a solid, which was recrystallized from ether to yield a white solid, which was chromatographed, eluting with ether, to give 4-iodo... Isolated yield 72.7%. Conditions: temperature 80 celsius. Reaction SMILES: [CH3:1][O:2][CH2:3][CH2:4][N:5]1[CH:10]=[CH:9][C:8]([C:11]([O:13]C)=[O:12])=[CH:7][C:6]1=[O:15].[OH-].[Na+]>O1CCOCC1>[CH3:1][O:2][CH2:3][CH2:4][N:5]1[CH:10]=[CH:9][C:8]([C:11]([OH:13])=[O:12])=[CH:7][C:6]1=[O:15] |f:1.2|. Reported procedure: Methyl 1-(2-methoxyethyl)-2-oxo-pyridine-4-carboxylate (1.56 g, 7.39 mmol), dioxane (16 mL) and NaOH (20 mL of 1M, 20 mmol) were combined and the mixture was heated at 80° C. for 50 min. The solvent was evaporated under reduced pressure and the residue was dissolved in water before it was washed with EtOAc (3×). The aqueous layer was acidified with 1N HCl and was washed with EtOAc (3×). The combined organic layers were dried over Na2SO4, filtered and the solvent was evaporated under reduced pres... Run in O1CCOCC1 (dioxane). The reactants are COCCN1C(C=C(C=C1)C(=O)OC)=O (Methyl 1-(2-methoxyethyl)-2-oxo-pyridine-4-carboxylate), [OH-].[Na+] (NaOH). Yields the product COCCN1C(C=C(C=C1)C(=O)O)=O (1-(2-methoxyethyl)-2-oxo-pyridine-4-carboxylic acid). Yield: 68.6%. Reactants: C(C)(C)(C)C1=NC=C(C(=N1)NCCCOC)C(=O)N([C@@H]1CN(C[C@@H](C1)NC(=O)OCC(Cl)(Cl)Cl)C(=O)OCC1=CC=CC=C1)CC(C)C (benzyl (3S,5R)-3-[({2-tert-butyl-4-[(3-methoxypropyl)amino]pyrimidin-5-yl}carbonyl)(2-methylpropyl)amino]-5-{[(2,2,2-trichloroethoxy)carbonyl]amino}piperidine-1-carboxylate). The reagents and catalysts are [Cu].[Zn] (zinc-copper couple). Solvent: C(C)(=O)O (acetic acid). Reaction conditions: time 3 hour. Product: N[C@H]1CN(C[C@H](C1)N(CC(C)C)C(=O)C=1C(=NC(=NC1)C(C)(C)C)NCCCOC)C(=O)OCC1=CC=CC=C1 (benzyl (3R,5S)-3-amino-5-[({2-tert-butyl-4-[(3-methoxypropyl)amino]pyrimidin-5-yl}carbonyl)(2-methylpropyl)amino]piperidine-1-carboxylate). Reaction SMILES: [C:1]([C:5]1[N:10]=[C:9]([NH:11][CH2:12][CH2:13][CH2:14][O:15][CH3:16])[C:8]([C:17]([N:19]([CH2:45][CH:46]([CH3:48])[CH3:47])[C@H:20]2[CH2:25][C@@H:24]([NH:26]C(OCC(Cl)(Cl)Cl)=O)[CH2:23][N:22]([C:35]([O:37][CH2:38][C:39]3[CH:44]=[CH:43][CH:42]=[CH:41][CH:40]=3)=[O:36])[CH2:21]2)=[O:18])=[CH:7][N:6]=1)([CH3:4])([CH3:3])[CH3:2]>C(O)(=O)C.[Cu].[Zn]>[NH2:26][C@@H:24]1[CH2:25][C@H:20]([N:19]([C:17]([C:8]2[C:9]([NH:11][CH2:12][CH2:13][CH2:14][O:15][CH3:16])=[N:10][C:5]([C:1]([CH3:4])([CH3:2])[CH3:3])=[N:6][CH:7]=2)=[O:18])[CH2:45][CH:46]([CH3:48])[CH3:47])[CH2:21][N:22]([C:35]([O:37][CH2:38][C:39]2[CH:40]=[CH:41][CH:42]=[CH:43][CH:44]=2)=[O:36])[CH2:23]1 |f:2.3|. Procedure: To a solution of benzyl (3S,5R)-3-[({2-tert-butyl-4-[(3-methoxypropyl)amino]pyrimidin-5-yl}carbonyl)(2-methylpropyl)amino]-5-{[(2,2,2-trichloroethoxy)carbonyl]amino}piperidine-1-carboxylate (550% mg) in acetic acid (14 ml) was added zinc-copper couple (200 mg) and the mixture was stirred at room temperature for 3 hr. Insoluble material was filtered off through celite, and the filtrate was concentrated under reduced pressure. Toluene was added to the residue, and the mixture was concentrated unde... Reactants: ClC1=CC=NC2=CC(=C(C=C12)OC)OC (4-Chloro-6,7-dimethoxyquinoline), CC1=CC(=C(C=C1)C(=O)C)O (2-hydroxy-4-methylacetophenone). The reagents and catalysts are CN(C1=CC=NC=C1)C (4-dimethylaminopyridine). The solvent is ClC1=C(C=CC=C1)Cl (o-dichlorobenzene). Conditions: temperature 120 celsius, time 8 hour. Product: COC=1C=C2C(=CC=NC2=CC1OC)OC1=C(C=CC(=C1)C)C(C)=O (1-{2-[(6,7-Dimethoxy-4-quinolyl)oxy]-4-methylphenyl}-1-ethanone). The yield is 21.1%. Reaction SMILES: Cl[C:2]1[C:11]2[C:6](=[CH:7][C:8]([O:14][CH3:15])=[C:9]([O:12][CH3:13])[CH:10]=2)[N:5]=[CH:4][CH:3]=1.[CH3:16][C:17]1[CH:22]=[CH:21][C:20]([C:23]([CH3:25])=[O:24])=[C:19]([OH:26])[CH:18]=1>CN(C)C1C=CN=CC=1.ClC1C=CC=CC=1Cl>[CH3:13][O:12][C:9]1[CH:10]=[C:11]2[C:6](=[CH:7][C:8]=1[O:14][CH3:15])[N:5]=[CH:4][CH:3]=[C:2]2[O:26][C:19]1[CH:18]=[C:17]([CH3:16])[CH:22]=[CH:21][C:20]=1[C:23](=[O:24])[CH3:25]. Procedure: 4-Chloro-6,7-dimethoxyquinoline (116 mg), 2-hydroxy-4-methylacetophenone (300 mg), and 4-dimethylaminopyridine (244 mg) were suspended in o-dichlorobenzene (1 ml), and the suspension was stirred at 120° C. overnight. The reaction solution was cooled to room temperature, and the solvent was removed by distillation under the reduced pressure. Water was then added to the residue, and the mixture was extracted with chloroform. The chloroform layer was washed with water and was dried over anhydrous s... Starting materials: C1CNCCN1, COc1ccc(C(=O)Cc2c(Cl)cncc2Cl)c2cc(C(=O)O)oc12, CN(C)C=O, O, On1nnc2ccccc21. Product: COc1ccc(C(=O)Cc2c(Cl)cncc2Cl)c2cc(C(=O)N3CCNCC3)oc12. Reaction SMILES: [CH2:37]1[CH2:38][NH:39][CH2:40][CH2:41][NH:42]1.[Cl:1][c:2]1[cH:3][n:4][cH:5][c:6]([Cl:25])[c:7]1[CH2:8][C:9](=[O:10])[c:11]1[cH:12][cH:13][c:14]([O:23][CH3:24])[c:15]2[c:16]1[cH:17][c:18]([C:20](=[O:21])[OH:22])[o:19]2.[O:43]=[CH:44][N:45]([CH3:46])[CH3:47].[OH2:26].[OH:27][n:28]1[c:29]2[cH:30][cH:31][cH:32][cH:33][c:34]2[n:35][n:36]1>>[Cl:1][c:2]1[cH:3][n:4][cH:5][c:6]([Cl:25])[c:7]1[CH2:8][C:9](=[O:10])[c:11]1[cH:12][cH:13][c:14]([O:23][CH3:24])[c:15]2[c:16]1[cH:17][c:18]([C:20](=[O:22])[N:39]1[CH2:38][CH2:37][NH:42][CH2:41][CH2:40]1)[o:19]2. Starting materials: CS(=O)(=O)c1ccc(C=O)cc1Br, C1CCNCC1, CC(=O)CC(C)=O, O=CO, CN(C)C=O, O. Yields the product CC(=O)C(=Cc1ccc(S(C)(=O)=O)c(Br)c1)C(C)=O. RXN SMILES: [Br:1][c:2]1[cH:3][c:4]([CH:5]=[O:6])[cH:7][cH:8][c:9]1[S:10](=[O:11])(=[O:12])[CH3:13].[CH2:14]1[CH2:15][CH2:16][NH:17][CH2:18][CH2:19]1.[CH3:23][C:24]([CH2:25][C:26]([CH3:27])=[O:28])=[O:29].[CH:20]([OH:21])=[O:22].[O:30]=[CH:31][N:32]([CH3:33])[CH3:34].[OH2:35]>>[Br:1][c:2]1[cH:3][c:4]([CH:5]=[C:25]([C:24]([CH3:23])=[O:29])[C:26]([CH3:27])=[O:28])[cH:7][cH:8][c:9]1[S:10](=[O:11])(=[O:12])[CH3:13].